This data is from the Open Reaction Database (ORD), a public repository of structured organic reaction records. The task is: describe an organic reaction: reactants, conditions, products, and yield Reactants: Cc1cnc2n1CC(c1cccc(F)c1F)CCC2NC(=O)OC(C)(C)C, C1COCCO1, O=[Se]=O. The product is CC(C)(C)OC(=O)NC1CCC(c2cccc(F)c2F)Cn2c(C=O)cnc21. As a reaction SMILES: [F:4][c:5]1[c:6]([CH:12]2[CH2:13][CH2:14][CH:15]([NH:23][C:24]([O:25][C:26]([CH3:27])([CH3:28])[CH3:29])=[O:30])[c:16]3[n:17]([c:19]([CH3:22])[cH:20][n:21]3)[CH2:18]2)[cH:7][cH:8][cH:9][c:10]1[F:11].[O:31]1[CH2:32][CH2:33][O:34][CH2:35][CH2:36]1.[Se:1](=[O:2])=[O:3]>>[O:2]=[CH:22][c:19]1[n:17]2[c:16]([n:21][cH:20]1)[CH:15]([NH:23][C:24]([O:25][C:26]([CH3:27])([CH3:28])[CH3:29])=[O:30])[CH2:14][CH2:13][CH:12]([c:6]1[c:5]([F:4])[c:10]([F:11])[cH:9][cH:8][cH:7]1)[CH2:18]2. Reactants: Cl.ClC1=C(C=CC=C1)CN(N)C1=CC(=CC(=C1)Cl)Cl (1-(chlorophenyl)methyl-1-(3,5-dichlorophenyl) hydrazine hydrochloride), O=C(CCC(=O)OC)CC (methyl 4-oxohexanoate). Solvent: C(C)(C)(C)O (t-butanol). Yields the product ClC1=C2C(=C(N(C2=CC(=C1)Cl)CC1=CC=C(C=C1)Cl)CCC(=O)O)C (3-[4,6-dichloro-1-(4-chlorobenzyl)-3-methyl-1H-indol-2-yl] propanoic acid). Reaction SMILES: [ClH:1].Cl[C:3]1[CH:8]=[CH:7][CH:6]=[CH:5][C:4]=1[CH2:9][N:10]([C:12]1[CH:17]=[C:16]([Cl:18])[CH:15]=[C:14]([Cl:19])[CH:13]=1)N.O=[C:21]([CH2:28][CH3:29])[CH2:22][CH2:23][C:24]([O:26]C)=[O:25]>C(O)(C)(C)C>[Cl:19][C:14]1[CH:15]=[C:16]([Cl:18])[CH:17]=[C:12]2[C:13]=1[C:28]([CH3:29])=[C:21]([CH2:22][CH2:23][C:24]([OH:26])=[O:25])[N:10]2[CH2:9][C:4]1[CH:5]=[CH:6][C:7]([Cl:1])=[CH:8][CH:3]=1 |f:0.1|. Procedure: Following the method of Example 2, but using 1-[1-(chlorophenyl)methyl-1-(3,5-dichlorophenyl) hydrazine hydrochloride and methyl 4-oxohexanoate as the starting materials, in t-butanol as solvent, the title compound was prepared.